Dataset: the Open Reaction Database (ORD), a public repository of structured organic reaction records. Task: describe an organic reaction: reactants, conditions, products, and yield Starting materials: COC=1C=C2C=CC(=CC2=CC1)C(C(=O)N)C ((6-methoxy-2-naphthyl)-propanamide), FC(C(=O)OC(C(F)(F)F)=O)(F)F (trifluoroacetic anhydride), O (water). The solvent is C1CCOC1 (THF). The product is COC=1C=C2C=CC(=CC2=CC1)C(C#N)C ((6-methoxy-2-naphthyl)propanonitrile). Reaction SMILES: [CH3:1][O:2][C:3]1[CH:4]=[C:5]2[C:10](=[CH:11][CH:12]=1)[CH:9]=[C:8]([CH:13]([CH3:17])[C:14]([NH2:16])=O)[CH:7]=[CH:6]2.FC(F)(F)C(OC(=O)C(F)(F)F)=O.O>C1COCC1>[CH3:1][O:2][C:3]1[CH:4]=[C:5]2[C:10](=[CH:11][CH:12]=1)[CH:9]=[C:8]([CH:13]([CH3:17])[C:14]#[N:16])[CH:7]=[CH:6]2. Procedure details: In 50 ml of dry THF, were suspended 3.0 g of oa (6-methoxy-2-naphthyl)-propanamide, followed by adding thereto 8.3 g of trifluoroacetic anhydride and then stirring at room temperature for 12 hours. The resulting reaction mixture was poured into 200 ml of iced water, and then precipitated white solid was filtered off. After purifying with silica gel column, the product was recrystallized twice with ethanol to obtain 2.1 g of oa (6-methoxy-2-naphthyl)propanonitrile (Compound No. 1-1) of this inven... Reactants: BrC=1C=CC(NC1)=O (5-Bromopyridin-2(1H)-one), [Cl-].[Li+] (lithium chloride), FC1=C(C=CC=C1)B(O)O ((2-fluorophenyl)boronic acid), C([O-])([O-])=O.[Na+].[Na+] (sodium carbonate). Reagents/catalysts: C=1C=CC(=CC1)[P](C=2C=CC=CC2)(C=3C=CC=CC3)[Pd]([P](C=4C=CC=CC4)(C=5C=CC=CC5)C=6C=CC=CC6)([P](C=7C=CC=CC7)(C=8C=CC=CC8)C=9C=CC=CC9)[P](C=1C=CC=CC1)(C=1C=CC=CC1)C=1C=CC=CC1 (tetrakis(triphenylphosphine)palladium(0)). Run in [Cl-].[Na+].O (brine), C(C)O (ethanol), C1(=CC=CC=C1)C (toluene), O (water). Run at temperature 100 celsius, time 17 hour. Product: FC1=C(C=CC=C1)C=1C=CC(NC1)=O (5-(2-fluorophenyl)pyridin-2(1H)-one). The yield is 5.0%. As a reaction SMILES: Br[C:2]1[CH:3]=[CH:4][C:5](=[O:8])[NH:6][CH:7]=1.[F:9][C:10]1[CH:15]=[CH:14][CH:13]=[CH:12][C:11]=1B(O)O.C(=O)([O-])[O-].[Na+].[Na+].[Cl-].[Li+]>[Cl-].[Na+].O.C1C=CC([P]([Pd]([P](C2C=CC=CC=2)(C2C=CC=CC=2)C2C=CC=CC=2)([P](C2C=CC=CC=2)(C2C=CC=CC=2)C2C=CC=CC=2)[P](C2C=CC=CC=2)(C2C=CC=CC=2)C2C=CC=CC=2)(C2C=CC=CC=2)C2C=CC=CC=2)=CC=1.O.C(O)C.C1(C)C=CC=CC=1>[F:9][C:10]1[CH:15]=[CH:14][CH:13]=[CH:12][C:11]=1[C:2]1[CH:3]=[CH:4][C:5](=[O:8])[NH:6][CH:7]=1 |f:2.3.4,5.6,7.8.9,^1:33,35,54,73|. Procedure details: 5-Bromopyridin-2(1H)-one (1.04 g), (2-fluorophenyl)boronic acid (0.924 g), sodium carbonate (1.40 g), lithium chloride (0.560 g) and tetrakis(triphenylphosphine)palladium(0) (0.347 g) were suspended in a mixed solvent of toluene (26.4 mL), ethanol (6.6 mL) and water (6.6 mL), and the suspension was stirred at 100° C. for 17 hr under an argon atmosphere. The reaction mixture was cooled to room temperature, diluted with brine, extracted with ethyl acetate, diluted with THF, dried over anhydrous so... Starting materials: C(CCCCCCCCCCCCCCC)OC1=CC=C(C(C2=CC=CC=C2)(C2=CC=CC=C2)O)C=C1 (4-hexadecyloxytritanol), C(C)(=O)Cl (acetyl chloride), [C@@H]1(C[C@H](O)[C@@H](CO)O1)N1C(=O)NC(=O)C(C)=C1 (thymidine), polynucleotide, triester, oligonucleotides. Product: C(CCCCCCCCCCCCCCC)OC1=CC=C(C(C2=CC=CC=C2)(C2=CC=CC=C2)Cl)C=C1 (4-hexadecyloxytrityl chloride). Yield: 75.0%. As a reaction SMILES: [C@@H]1(N2C=C(C)C(=O)NC2=O)O[C@H](CO)[C@@H](O)C1.[CH2:18]([O:34][C:35]1[CH:54]=[CH:53][C:38]([C:39](O)([C:46]2[CH:51]=[CH:50][CH:49]=[CH:48][CH:47]=2)[C:40]2[CH:45]=[CH:44][CH:43]=[CH:42][CH:41]=2)=[CH:37][CH:36]=1)[CH2:19][CH2:20][CH2:21][CH2:22][CH2:23][CH2:24][CH2:25][CH2:26][CH2:27][CH2:28][CH2:29][CH2:30][CH2:31][CH2:32][CH3:33].C([Cl:58])(=O)C>>[CH2:18]([O:34][C:35]1[CH:54]=[CH:53][C:38]([C:39]([Cl:58])([C:46]2[CH:51]=[CH:50][CH:49]=[CH:48][CH:47]=2)[C:40]2[CH:45]=[CH:44][CH:43]=[CH:42][CH:41]=2)=[CH:37][CH:36]=1)[CH2:19][CH2:20][CH2:21][CH2:22][CH2:23][CH2:24][CH2:25][CH2:26][CH2:27][CH2:28][CH2:29][CH2:30][CH2:31][CH2:32][CH3:33]. Reported procedure: In the chemical synthesis of polynucleotide fragments by the triester procedure, chromatographic methods are important for the purification of protected intermediates and for the isolation of the unprotected final product. The chromatographic behavior of the oligomers can be varied within certain limits by protecting groups, generally producing an unspecific change in the total polarity of the molecule. For example, Gortz et al. Angew. Chem. Int. Ed. Engl., 20(8): 681-683 (1981) describe introdu... The product is ClC1=C(C=C(C=C1)C1CCN(CC1)C[C@@H](COC1=C(C=C2C(=O)OCC2)C=CC=C1)O)F ((S)-α-(2′-(3-(4-(4-chloro-3-fluorophenyl)piperidino)-2-hydroxypropyloxy)benzylidene)-γ-butyrolactone). Reactants: O1[C@H](COC2=C(C=C3C(=O)OCC3)C=CC=C2)C1 ((S)-α-(2′-(2,3-epoxypropan-1-yloxy)benzylidene)-γ-butyrolactone), ClC1=C(C=C(C=C1)C1CCNCC1)F (4-(4-chloro-3-fluorophenyl)piperidine). Isolated yield 33.7%. As a reaction SMILES: [O:1]1[CH2:18][C@H:2]1[CH2:3][O:4][C:5]1[CH:17]=[CH:16][CH:15]=[CH:14][C:6]=1[CH:7]=[C:8]1[CH2:13][CH2:12][O:11][C:9]1=[O:10].[Cl:19][C:20]1[CH:25]=[CH:24][C:23]([CH:26]2[CH2:31][CH2:30][NH:29][CH2:28][CH2:27]2)=[CH:22][C:21]=1[F:32]>CO>[Cl:19][C:20]1[CH:25]=[CH:24][C:23]([CH:26]2[CH2:27][CH2:28][N:29]([CH2:18][C@H:2]([OH:1])[CH2:3][O:4][C:5]3[CH:17]=[CH:16][CH:15]=[CH:14][C:6]=3[CH:7]=[C:8]3[CH2:13][CH2:12][O:11][C:9]3=[O:10])[CH2:30][CH2:31]2)=[CH:22][C:21]=1[F:32]. Run in CO (methanol). Reported procedure: By the reaction in same manner as in Example 307 using (S)-α-(2′-(2,3-epoxypropan-1-yloxy)benzylidene)-γ-butyrolactone (1.0 g) and 4-(4-chloro-3-fluorophenyl)piperidine (0.8 g) in methanol (50 ml), the title compound (0.58 g), melting point 114–115° C.